From a dataset of the Open Reaction Database (ORD), a public repository of structured organic reaction records. describe an organic reaction: reactants, conditions, products, and yield Reactants: CCOC(=O)c1sc(N=[N+]=[N-])nc1-c1ccc(C(F)(F)F)cc1, CCOCC, [Li+], C1CCOC1, [OH-], O, O. Yields the product [N-]=[N+]=Nc1nc(-c2ccc(C(F)(F)F)cc2)c(C(=O)O)s1. Reaction SMILES: [CH2:1]([CH3:2])[O:3][C:4](=[O:5])[c:6]1[c:7](-[c:14]2[cH:15][cH:16][c:17]([C:20]([F:21])([F:22])[F:23])[cH:18][cH:19]2)[n:8][c:9]([N:11]=[N+:12]=[N-:13])[s:10]1.[CH3:33][CH2:34][O:35][CH2:36][CH3:37].[Li+:31].[O:24]1[CH2:25][CH2:26][CH2:27][CH2:28]1.[OH-:30].[OH2:29].[OH2:32]>>[O:3]=[C:4]([OH:5])[c:6]1[c:7](-[c:14]2[cH:15][cH:16][c:17]([C:20]([F:21])([F:22])[F:23])[cH:18][cH:19]2)[n:8][c:9]([N:11]=[N+:12]=[N-:13])[s:10]1. Reactants: P(=S)(OCC)(OCC)[S-] (O,O-diethyl dithiophosphate), C([O-])([O-])=O.[K+].[K+] (potassium carbonate). Run in CC(=O)C (acetone), CC(=O)C (acetone). Product: P(=S)(OCC)(OCC)[S-].[K+] (potassium O,O-diethyl dithiophosphate). As a reaction SMILES: [P:1]([S-:9])([O:6][CH2:7][CH3:8])([O:3][CH2:4][CH3:5])=[S:2].C(=O)([O-])[O-].[K+:14].[K+]>CC(C)=O>[P:1]([S-:9])([O:6][CH2:7][CH3:8])([O:3][CH2:4][CH3:5])=[S:2].[K+:14] |f:1.2.3,5.6|. Procedure details: Meanwhile, an acetone solution of crude potassium O,O-diethyl dithiophosphate was prepared by dissolving 20 g of O,O-diethyl dithiophosphate (purity about 90%) in 100 ml of acetone and then adding, with stirring, 8 g of anhydrous potassium carbonate to the solution in small portions at ambient temperature. Starting materials: CO, C=CCOc1cc2c(cc1Br)C(C(C)C)CN(C(=O)C(F)(F)F)CC2, [Na+], [OH-]. Yields the product C=CCOc1cc2c(cc1Br)C(C(C)C)CNCC2. As a reaction SMILES: [CH3:28][OH:29].[F:1][C:2]([F:3])([F:4])[C:24]([N:5]1[CH2:6][CH2:7][c:8]2[c:9]([cH:15][c:16]([Br:23])[c:17]([O:19][CH2:20][CH:21]=[CH2:22])[cH:18]2)[CH:10]([CH:12]([CH3:13])[CH3:14])[CH2:11]1)=[O:25].[Na+:27].[OH-:26]>>[NH:5]1[CH2:6][CH2:7][c:8]2[c:9]([cH:15][c:16]([Br:23])[c:17]([O:19][CH2:20][CH:21]=[CH2:22])[cH:18]2)[CH:10]([CH:12]([CH3:13])[CH3:14])[CH2:11]1. The reactants are C(C)(C)(C)OC(=O)N1CC2(C(CO2)(C)C)C1 (3,3-Dimethyl-1-oxa-6-aza-spiro[3.3]heptane-6-carboxylic acid tert-butyl ester), FC(C(=O)O)(F)F (trifluoroacetic acid), C(C)(C)N(CC)C(C)C (diisopropylethylamine), ClC1=NC(=NC(=C1)NC=1NN=C(C1)C)SC1=CC=C(C=C1)NC(CC)=O (N-{4-[4-Chloro-6-(5-methyl-2H-pyrazol-3-ylamino)-pyrimidin-2-ylsulfanyl]-phenyl}-propionamide). Solvent: [Cl-].[Na+].O (brine), C(C)(=O)OCC (ethyl acetate), C(Cl)Cl (DCM), CCCCO (n-BuOH). Run at time 1 hour. The product is CC1(COC12CN(C2)C2=NC(=NC(=C2)NC=2NN=C(C2)C)SC2=CC=C(C=C2)NC(CC)=O)C (N-{4-[4-(3,3-Dimethyl-1-oxa-6-aza-spiro[3.3]hept-6-yl)-6-(5-methyl-2H-pyrazol-3-ylamino)-pyrimidin-2-ylsulfanyl]-phenyl}-propionamide). Isolated yield 21.7%. RXN SMILES: C(O[C:6]([N:8]1[CH2:16][C:10]2([O:13][CH2:12][C:11]2([CH3:15])[CH3:14])[CH2:9]1)=O)(C)(C)C.FC(F)(F)C(O)=O.C(N(C(C)C)CC)(C)C.ClC1[CH:39]=[C:38]([NH:40][C:41]2[NH:42][N:43]=[C:44]([CH3:46])[CH:45]=2)[N:37]=[C:36]([S:47][C:48]2[CH:53]=[CH:52][C:51]([NH:54][C:55](=[O:58])[CH2:56][CH3:57])=[CH:50][CH:49]=2)[N:35]=1>C(Cl)Cl.CCCCO.[Cl-].[Na+].O.C(OCC)(=O)C>[CH3:15][C:11]1([CH3:14])[C:10]2([CH2:9][N:8]([C:6]3[CH:39]=[C:38]([NH:40][C:41]4[NH:42][N:43]=[C:44]([CH3:46])[CH:45]=4)[N:37]=[C:36]([S:47][C:48]4[CH:53]=[CH:52][C:51]([NH:54][C:55](=[O:58])[CH2:56][CH3:57])=[CH:50][CH:49]=4)[N:35]=3)[CH2:16]2)[O:13][CH2:12]1 |f:6.7.8|. Procedure details: To a solution of 3,3-Dimethyl-1-oxa-6-aza-spiro[3.3]heptane-6-carboxylic acid tert-butyl ester (60 mg, 0.27 mmol) in DCM (3 ml) at 0° C. was added trifluoroacetic acid and the reaction stirred at room temperature for 1 hr. The reaction was concentrated to give an oil which was used crude in the next step. The oily residue was dissolved in n-BuOH (3 ml) and diisopropylethylamine (171 mg, 1.35 mmol, 0.24 ml) and N-{4-[4-Chloro-6-(5-methyl-2H-pyrazol-3-ylamino)-pyrimidin-2-ylsulfanyl]-phenyl}-propi... Starting materials: ice water, OS(=O)(=O)O (H2SO4), O=P12OP3(=O)OP(=O)(O1)OP(=O)(O2)O3 (P2O5), ClC1=CC=C(C=C1)C1(CCOCC1)C(=O)C(C(=O)OCC)C(=O)OCC (diethyl 2-(4-(4-chlorophenyl)-tetrahydro-2H-pyran-4-carbonyl)malonate). Run at time 2 hour. Product: ClC=1C=C2C(=C(C(C3(CCOCC3)C2=CC1)=O)C(=O)OCC)O (Ethyl 6-chloro-4-hydroxy-2-oxo-2′,3′,5′,6′-tetrahydro-spiro[naphthalene-1,4′-pyran]-3-carboxylate). Yield: 54.2%. RXN SMILES: OS(O)(=O)=O.O=P12OP3(OP(OP(O3)(O1)=O)(=O)O2)=O.[Cl:20][C:21]1[CH:26]=[CH:25][C:24]([C:27]2([C:33]([CH:35]([C:41]([O:43][CH2:44][CH3:45])=[O:42])[C:36](OCC)=[O:37])=[O:34])[CH2:32][CH2:31][O:30][CH2:29][CH2:28]2)=[CH:23][CH:22]=1>>[Cl:20][C:21]1[CH:22]=[C:23]2[C:24](=[CH:25][CH:26]=1)[C:27]1([CH2:28][CH2:29][O:30][CH2:31][CH2:32]1)[C:33](=[O:34])[C:35]([C:41]([O:43][CH2:44][CH3:45])=[O:42])=[C:36]2[OH:37]. Procedure: Concentrated H2SO4 (9.5 mL, 18.0M) was treated with P2O5 (4.25 g, 29.9 mmol). The resulting slurry was stirred at room temperature for 2 hours. The mixture was cooled in an ice bath and treated with a solution of diethyl 2-(4-(4-chlorophenyl)-tetrahydro-2H-pyran-4-carbonyl)malonate (1.70 g, 4.44 mmol) in IPAc (3.0 mL). The resulting green solution was aged for 15 minutes and subsequently poured into ice water. The resulting mixture was extracted with IPAc (3×20 mL), and the combined organic extr... Reactants: ON=C(C(=O)OCC)C(C)=O (Ethyl 2-hydroxyimino-3-oxobutyrate), C([O-])([O-])=O.[K+].[K+] (potassium carbonate), C(CCCC)Br (pentyl bromide). Solvent: CN(C=O)C (N,N-dimethylformamide). Product: C(CCCC)ON=C(C(=O)OCC)C(C)=O (ethyl 2-pentyloxyimino-3-oxobutyrate). The yield is 99.9%. Reaction SMILES: [OH:1][N:2]=[C:3]([C:9](=[O:11])[CH3:10])[C:4]([O:6][CH2:7][CH3:8])=[O:5].C(=O)([O-])[O-].[K+].[K+].[CH2:18](Br)[CH2:19][CH2:20][CH2:21][CH3:22]>CN(C)C=O>[CH2:18]([O:1][N:2]=[C:3]([C:9](=[O:11])[CH3:10])[C:4]([O:6][CH2:7][CH3:8])=[O:5])[CH2:19][CH2:20][CH2:21][CH3:22] |f:1.2.3|. Procedure details: Ethyl 2-hydroxyimino-3-oxobutyrate (syn isomer, 40 g.), N,N-dimethylformamide (200 ml.), potassium carbonate (52 g.) and pentyl bromide (37.9 g.) were treated in a similar manner to that of Example F-(1) to give ethyl 2-pentyloxyimino-3-oxobutyrate (syn isomer, 57.5 g.), oil. Reactants: BrC1=CC=2N=CN=C(C2S1)Cl (6-Bromo-4-chloro-thieno[3,2-d]pyrimidine), NC=1C=C2C=CNC2=CC1 (5-aminoindole). Run in ClC(C)Cl (dichloroethane), C(C)(C)(C)O (t-butyl alcohol). The product is BrC1=CC=2N=CN=C(C2S1)NC=1C=C2C=CNC2=CC1 ((6-bromo-thieno[3,2-d]pyrimidin-4-yl)-(1H-indol-5-yl)-amine). Yield: 121.7%. As a reaction SMILES: [Br:1][C:2]1[S:10][C:9]2[C:8](Cl)=[N:7][CH:6]=[N:5][C:4]=2[CH:3]=1.[NH2:12][C:13]1[CH:14]=[C:15]2[C:19](=[CH:20][CH:21]=1)[NH:18][CH:17]=[CH:16]2>ClC(Cl)C.C(O)(C)(C)C>[Br:1][C:2]1[S:10][C:9]2[C:8]([NH:12][C:13]3[CH:14]=[C:15]4[C:19](=[CH:20][CH:21]=3)[NH:18][CH:17]=[CH:16]4)=[N:7][CH:6]=[N:5][C:4]=2[CH:3]=1. Procedure details: 6-Bromo-4-chloro-thieno[3,2-d]pyrimidine (7.73 g, 31 mmol) was dissolved in 50 mL of dichloroethane and 50 mL of t-butyl alcohol, and 5-aminoindole (4.09 g, 31 mmol) were added. The reaction mixture was refluxed for 14 hours, cooled to room temperature, and concentrated in vacuo to afford 13.02 g of (6-bromo-thieno[3,2-d]pyrimidin-4-yl)-(1H-indol-5-yl)-amine. The crude material was used without further purification (83% purity). 1H NMR (400 MHz, DMSO) d 11.1 (s, 1H), 9.62 (s, 1H), 8.38 (s, 1H), ... Starting materials: ClC1=NC=CN=C1 (2-chloropyrazine), C(C)(C)C=1C=C(C=CC1)B(O)O (3-isopropyl-benzene boronic acid). The reagents and catalysts are C1=CC=C(C=C1)P(CCP(C2=CC=CC=C2)C3=CC=CC=C3)C4=CC=CC=C4.C1=CC=C(C=C1)P(CCP(C2=CC=CC=C2)C3=CC=CC=C3)C4=CC=CC=C4.[Pd] (bis[1,2-bis(diphenylphosphino)ethane]-palladium(0)). Solvent: C1(=CC=CC=C1)C (toluene). Reaction conditions: temperature 80 celsius. The product is C(C)(C)C=1C=C(C=CC1)C1=NC=CN=C1 (2-(3-Isopropyl-phenyl)-pyrazine). As a reaction SMILES: [CH:1]([C:4]1[CH:5]=[C:6](B(O)O)[CH:7]=[CH:8][CH:9]=1)([CH3:3])[CH3:2].Cl[C:14]1[CH:19]=[N:18][CH:17]=[CH:16][N:15]=1>C1C=CC(P(C2C=CC=CC=2)CCP(C2C=CC=CC=2)C2C=CC=CC=2)=CC=1.C1C=CC(P(C2C=CC=CC=2)CCP(C2C=CC=CC=2)C2C=CC=CC=2)=CC=1.[Pd].C1(C)C=CC=CC=1>[CH:1]([C:4]1[CH:5]=[C:6]([C:14]2[CH:19]=[N:18][CH:17]=[CH:16][N:15]=2)[CH:7]=[CH:8][CH:9]=1)([CH3:3])[CH3:2] |f:2.3.4|. Procedure details: To a solution of commercial 3-isopropyl-benzene boronic acid (1.0 g) in a 2:2:1 mixture of toluene/1M Na2CO3/EtOH (122 mL), at r.t.,2-chloropyrazine (599 μL) and the bis[1,2-bis(diphenylphosphino)ethane]-palladium(0) catalyst (110 mg) were added. The reaction mixture was heated at 80° C. for 3 hr. It was then cooled down and partitioned between AcOEt/sat.aq. NaCl. The phases were separated and the organic layer was dried. The solids were filtered and the solvent evaporated. The crude oil was pur... Starting materials: BrC=1C=C2[C@H]3[C@@H](N4C2=C(C1)CC4)CCN(C3)C(=O)OC(C)(C)C (tert-butyl (6aS,10aR)-2-bromo-4,5,7,8,10,10a-hexahydropyrido[4,3-b]pyrrolo[3,2,1-hi]indole-9(6aH) carboxylate), COC1=CC(=C(C=C1)B(O)O)C(F)(F)F (4-methoxy-2-(trifluoromethyl)phenylboronic acid). Yields the product COC1=CC(=C(C=C1)C=1C=C2[C@H]3[C@@H](N4C2=C(C1)CC4)CCN(C3)C(=O)OC(C)(C)C)C(F)(F)F (tert-butyl (6aS,10aR)-2-[4-methoxy-2-(trifluoromethyl)phenyl]-4,5,7,8,10,10a-hexahydropyrido[4,3-b]pyrrolo[3,2,1-hi]indole-9(6aH)-carboxylate). RXN SMILES: Br[C:2]1[CH:3]=[C:4]2[C:8]3=[C:9]([CH2:11][CH2:12][N:7]3[C@H:6]3[CH2:13][CH2:14][N:15]([C:17]([O:19][C:20]([CH3:23])([CH3:22])[CH3:21])=[O:18])[CH2:16][C@@H:5]23)[CH:10]=1.[CH3:24][O:25][C:26]1[CH:31]=[CH:30][C:29](B(O)O)=[C:28]([C:35]([F:38])([F:37])[F:36])[CH:27]=1>>[CH3:24][O:25][C:26]1[CH:31]=[CH:30][C:29]([C:2]2[CH:3]=[C:4]3[C:8]4=[C:9]([CH2:11][CH2:12][N:7]4[C@H:6]4[CH2:13][CH2:14][N:15]([C:17]([O:19][C:20]([CH3:23])([CH3:22])[CH3:21])=[O:18])[CH2:16][C@@H:5]34)[CH:10]=2)=[C:28]([C:35]([F:36])([F:37])[F:38])[CH:27]=1. Reported procedure: The title compound was prepared by the method of Example 89 step C from tert-butyl (6aS,10aR)-2-bromo-4,5,7,8,10,10a-hexahydropyrido[4,3-b]pyrrolo[3,2,1-hi]indole-9(6aH) carboxylate (189 mg, 0.5 mmol) and 4-methoxy-2-(trifluoromethyl)phenylboronic acid (248 mg, 1.0 mmol) to afford after chromatographic purification the title compound (196 mg, 83%). 1H NMR (CDCl3, 300 MHz) δ7.21-7.26 (m,2H), 7.01-7.05 (m, 1H), 6.86 (s, 1H), 6.82 (s, 1H), 3.90-4.30 (m, 3H), 3.86 (s, 3H), 3.3.64-3.75 (m, 1H), 3.25-... The reactants are C(C)OC(=O)C1(CCNCC1)CCOC (4-(2-methoxy-ethyl)-piperidine-4-carboxylic acid ethyl ester), ClC1=C(C=CC=C1)S(=O)(=O)Cl (2-chloro-benzenesulfonyl chloride), NC1=CC=C(C=C)C=C1 (4-amino-styrene). The product is ClC1=C(C=CC=C1)S(=O)(=O)N1CCC2(CCN(C2=O)C2=CC=C(C=C2)C=C)CC1 (8-(2-Chloro-benzenesulfonyl)-2-(4-vinyl-phenyl)-2,8-diaza-spiro[4.5]decan-1-one). RXN SMILES: C(O[C:4]([C:6]1([CH2:12][CH2:13]OC)[CH2:11][CH2:10][NH:9][CH2:8][CH2:7]1)=[O:5])C.[Cl:16][C:17]1[CH:22]=[CH:21][CH:20]=[CH:19][C:18]=1[S:23](Cl)(=[O:25])=[O:24].[NH2:27][C:28]1[CH:35]=[CH:34][C:31]([CH:32]=[CH2:33])=[CH:30][CH:29]=1>>[Cl:16][C:17]1[CH:22]=[CH:21][CH:20]=[CH:19][C:18]=1[S:23]([N:9]1[CH2:8][CH2:7][C:6]2([C:4](=[O:5])[N:27]([C:28]3[CH:35]=[CH:34][C:31]([CH:32]=[CH2:33])=[CH:30][CH:29]=3)[CH2:13][CH2:12]2)[CH2:11][CH2:10]1)(=[O:25])=[O:24]. Procedure: White solid. MS (ESI): 431.3 (MH+). This example was prepared in analogy to example 1 step C) to D) from 4-(2-methoxy-ethyl)-piperidine-4-carboxylic acid ethyl ester (example 1 step B)), 2-chloro-benzenesulfonyl chloride and 4-amino-styrene.